From a dataset of the Open Reaction Database (ORD), a public repository of structured organic reaction records. describe an organic reaction: reactants, conditions, products, and yield Yield: 75.7%. Conditions: temperature 80 celsius, time 6 hour. RXN SMILES: [C:1]([C:5]1[N:10]=[C:9](Cl)[C:8]([C:12]([N:14]([CH2:32][CH:33]([CH3:35])[CH3:34])[CH:15]2[C:24]3[C:19](=[CH:20][CH:21]=[CH:22][CH:23]=3)[CH2:18][N:17]([C:25]([O:27][C:28]([CH3:31])([CH3:30])[CH3:29])=[O:26])[CH2:16]2)=[O:13])=[CH:7][N:6]=1)([CH3:4])([CH3:3])[CH3:2].Cl.[O:37]1[CH:41]=[CH:40][N:39]=[C:38]1[CH2:42][NH2:43].C(N(C(C)C)CC)(C)C.O>CC(O)C>[C:1]([C:5]1[N:10]=[C:9]([NH:43][CH2:42][C:38]2[O:37][CH:41]=[CH:40][N:39]=2)[C:8]([C:12]([N:14]([CH2:32][CH:33]([CH3:35])[CH3:34])[CH:15]2[C:24]3[C:19](=[CH:20][CH:21]=[CH:22][CH:23]=3)[CH2:18][N:17]([C:25]([O:27][C:28]([CH3:31])([CH3:30])[CH3:29])=[O:26])[CH2:16]2)=[O:13])=[CH:7][N:6]=1)([CH3:4])([CH3:3])[CH3:2] |f:1.2|. The product is C(C)(C)(C)C1=NC=C(C(=N1)NCC=1OC=CN1)C(=O)N(C1CN(CC2=CC=CC=C12)C(=O)OC(C)(C)C)CC(C)C (tert-butyl 4-[({2-tert-butyl-4-[(1,3-oxazol-2-ylmethyl)amino]pyrimidin-5-yl}carbonyl)(2-methylpropyl)amino]-3,4-dihydroisoquinoline-2(1H)-carboxylate). Procedure details: tert-Butyl 4-{[(2-tert-butyl-4-chloropyrimidin-5-yl)carbonyl](2-methylpropyl)amino}-3,4-dihydroisoquinoline-2(1H)-carboxylate (100 mg), 1-(1,3-oxazol-2-yl)methanamine hydrochloride (54 mg) and diisopropylethylamine (0.14 ml) were dissolved in 2-propanol (2 ml), and the mixture was stirred at 80° C. for 6 hr. The reaction mixture was poured into water, and the mixture was extracted with ethyl acetate. The extract was washed with brine, and dried over anhydrous sodium sulfate. The solvent was evap... The solvent is CC(C)O (2-propanol). The reactants are O (water), C(C)(C)(C)C1=NC=C(C(=N1)Cl)C(=O)N(C1CN(CC2=CC=CC=C12)C(=O)OC(C)(C)C)CC(C)C (tert-Butyl 4-{[(2-tert-butyl-4-chloropyrimidin-5-yl)carbonyl](2-methylpropyl)amino}-3,4-dihydroisoquinoline-2(1H)-carboxylate), Cl.O1C(=NC=C1)CN (1-(1,3-oxazol-2-yl)methanamine hydrochloride), C(C)(C)N(CC)C(C)C (diisopropylethylamine).